This data is from the Open Reaction Database (ORD), a public repository of structured organic reaction records. The task is: describe an organic reaction: reactants, conditions, products, and yield Starting materials: CC(=O)OO, CCOC(C)=O, CCCCCCC, CC(Cl)Cl, COc1cc(C(F)(F)F)cc(Cl)c1-n1nc(C#N)c(SC(F)(F)F)c1N, O. Yields the product COc1cc(C(F)(F)F)cc(Cl)c1-n1nc(C#N)c(S(=O)C(F)(F)F)c1N. As a reaction SMILES: [C:27]([O:28][OH:30])(=[O:29])[CH3:31].[C:32]([O:33][CH2:34][CH3:35])(=[O:36])[CH3:37].[CH3:38][CH2:39][CH2:40][CH2:41][CH2:42][CH2:43][CH3:44].[Cl:46][CH:47]([Cl:48])[CH3:49].[NH2:1][c:2]1[c:3]([S:22][C:23]([F:24])([F:25])[F:26])[c:4]([C:20]#[N:21])[n:5][n:6]1-[c:7]1[c:8]([Cl:19])[cH:9][c:10]([C:15]([F:16])([F:17])[F:18])[cH:11][c:12]1[O:13][CH3:14].[OH2:45]>>[NH2:1][c:2]1[c:3]([S:22]([C:23]([F:24])([F:25])[F:26])=[O:29])[c:4]([C:20]#[N:21])[n:5][n:6]1-[c:7]1[c:8]([Cl:19])[cH:9][c:10]([C:15]([F:16])([F:17])[F:18])[cH:11][c:12]1[O:13][CH3:14].